This data is from the Open Reaction Database (ORD), a public repository of structured organic reaction records. The task is: describe an organic reaction: reactants, conditions, products, and yield The reactants are CN(C)C=O, CCc1c(F)ccc(C(=O)O)c1Cl, C1CCOC1, O=S(Cl)Cl. Yields the product CCc1c(F)ccc(C(N)=O)c1Cl. RXN SMILES: [CH3:18][N:19]([CH3:20])[CH:21]=[O:22].[Cl:1][c:2]1[c:3]([C:4](=[O:5])[OH:6])[cH:7][cH:8][c:9]([F:13])[c:10]1[CH2:11][CH3:12].[O:23]1[CH2:24][CH2:25][CH2:26][CH2:27]1.[S:14]([Cl:15])([Cl:16])=[O:17]>>[Cl:1][c:2]1[c:3]([C:4](=[O:5])[NH2:19])[cH:7][cH:8][c:9]([F:13])[c:10]1[CH2:11][CH3:12]. Starting materials: OCC1=CC(=CC(=C1O)CO)C (2,6-Bis(hydroxymethyl)-p-cresol), ClC1=C(C=C(O)C=C1)O (4-chlororesorcinol), COC=1C=C(C=CC1)O (3-methoxyphenol), O.C1(=CC=C(C=C1)S(=O)(=O)O)C (p-toluenesulfonic acid monohydrate). The product is OCC1=CC(=CC(=C1O)CO)C.COC=1C=C(C=CC1)O.ClC1=C(C=C(O)C=C1)O (2,6-Bis(Hydroxymethyl)-p-Cresol 4-Chlororesorcinol 3-Methoxyphenol). RXN SMILES: [OH:1][CH2:2][C:3]1[C:8]([OH:9])=[C:7]([CH2:10][OH:11])[CH:6]=[C:5]([CH3:12])[CH:4]=1.[Cl:13][C:14]1[CH:20]=[CH:19][C:17]([OH:18])=[CH:16][C:15]=1[OH:21].[CH3:22][O:23][C:24]1[CH:25]=[C:26]([OH:30])[CH:27]=[CH:28][CH:29]=1.O.C1(C)C=CC(S(O)(=O)=O)=CC=1>>[OH:11][CH2:10][C:7]1[C:8]([OH:9])=[C:3]([CH2:2][OH:1])[CH:4]=[C:5]([CH3:12])[CH:6]=1.[CH3:22][O:23][C:24]1[CH:25]=[C:26]([OH:30])[CH:27]=[CH:28][CH:29]=1.[Cl:13][C:14]1[CH:20]=[CH:19][C:17]([OH:18])=[CH:16][C:15]=1[OH:21] |f:3.4,5.6.7|. Procedure details: 2,6-Bis(hydroxymethyl)-p-cresol (25.00 g, 0.149 moles), 4-chlororesorcinol (18.26 g, 0.127 moles), 3-methoxyphenol (3.69 g, 0.03 moles) and p-toluenesulfonic acid monohydrate (0.67 g, 0.0035 moles) were reacted four hours and isolated as described in Example 3 (except an additional reslurry/filtration step was added) to yield 40.4 g novolak. See Tables 1 and 2 for glass transition and alkaline dissolution data. The ortho-, ortho-linkages of the alternating copolymers and the terminal groups were...